From a dataset of the Open Reaction Database (ORD), a public repository of structured organic reaction records. describe an organic reaction: reactants, conditions, products, and yield The yield is 87.0%. Procedure details: Tert-butyl 3-{6-{[bis(3-methylbutyl)amino]carbonyl}-2-[(4-nitrophenyl)amino]-1H-benzimidazol-1-yl}propylcarbamate (580 mg) in solution in a mixture of ethyl acetate/methanol 3:1 (40 ml), and 10% palladium on carbon (58 mg) are introduced into an autoclave. After stirring for 15 hours under a hydrogen atmosphere (3 bar) at a temperature of approximately 20° C., the catalyst is eliminated by filtration on celite and the filtrate is concentrated under reduced pressure at 40° C. in order to produce ... Starting materials: CC(CCN(C(=O)C=1C=CC2=C(N(C(=N2)NC2=CC=C(C=C2)[N+](=O)[O-])CCCNC(OC(C)(C)C)=O)C1)CCC(C)C)C (Tert-butyl 3-{6-{[bis(3-methylbutyl)amino]carbonyl}-2-[(4-nitrophenyl)amino]-1H-benzimidazol-1-yl}propylcarbamate). As a reaction SMILES: [CH3:1][CH:2]([CH3:43])[CH2:3][CH2:4][N:5]([CH2:38][CH2:39][CH:40]([CH3:42])[CH3:41])[C:6]([C:8]1[CH:9]=[CH:10][C:11]2[N:15]=[C:14]([NH:16][C:17]3[CH:22]=[CH:21][C:20]([N+:23]([O-])=O)=[CH:19][CH:18]=3)[N:13]([CH2:26][CH2:27][CH2:28][NH:29][C:30](=[O:36])[O:31][C:32]([CH3:35])([CH3:34])[CH3:33])[C:12]=2[CH:37]=1)=[O:7]>C(OCC)(=O)C.CO.[Pd]>[NH2:23][C:20]1[CH:19]=[CH:18][C:17]([NH:16][C:14]2[N:13]([CH2:26][CH2:27][CH2:28][NH:29][C:30](=[O:36])[O:31][C:32]([CH3:33])([CH3:34])[CH3:35])[C:12]3[CH:37]=[C:8]([C:6]([N:5]([CH2:4][CH2:3][CH:2]([CH3:43])[CH3:1])[CH2:38][CH2:39][CH:40]([CH3:41])[CH3:42])=[O:7])[CH:9]=[CH:10][C:11]=3[N:15]=2)=[CH:22][CH:21]=1 |f:1.2|. Reaction conditions: temperature 20 celsius, time 15 hour. The product is NC1=CC=C(C=C1)NC1=NC2=C(N1CCCNC(OC(C)(C)C)=O)C=C(C=C2)C(=O)N(CCC(C)C)CCC(C)C (tert-butyl 3-(2-[(4-aminophenyl)amino]-6-{[bis(3-methylbutyl)amino]carbonyl}-1H-benzimidazol-1-yl)propylcarbamate). The solvent is C(C)(=O)OCC.CO (ethyl acetate methanol). The reagents and catalysts are [Pd] (palladium on carbon).